This data is from the Open Reaction Database (ORD), a public repository of structured organic reaction records. The task is: describe an organic reaction: reactants, conditions, products, and yield Reaction SMILES: [CH2:1]([N:3]1[CH:8]=[C:7]([C:9]([O:11]CC)=[O:10])[C:6](=[O:14])[C:5]2[CH:15]=[C:16]([CH3:18])[S:17][C:4]1=2)[CH3:2].[OH-].[Na+]>C(O)(=O)C>[CH2:1]([N:3]1[CH:8]=[C:7]([C:9]([OH:11])=[O:10])[C:6](=[O:14])[C:5]2[CH:15]=[C:16]([CH3:18])[S:17][C:4]1=2)[CH3:2] |f:1.2|. Run in C(C)(=O)O (acetic acid). Starting materials: C(C)N1C2=C(C(C(=C1)C(=O)OCC)=O)C=C(S2)C (ethyl 7-ethyl-4,7-dihydro-2-methyl-4-oxothieno[2,3-b]pyridine-5-carboxylate), [OH-].[Na+] (sodium hydroxide). Reported procedure: A mixture of 0.24 part of ethyl 7-ethyl-4,7-dihydro-2-methyl-4-oxothieno[2,3-b]pyridine-5-carboxylate and 3 parts by volume of 2N sodium hydroxide is heated at 90°C for 5 minutes. After cooling the solution is neutralized with acetic acid to give a precipitate whic is collected by filtration, whereby 7-ethyl-4,7-dihydro-2-methyl-4-oxothieno[2,3-b]pyridine-5-carboxylic acid is obtained as crystals. Recrystallization from chloroform-ethanol gives colorless prisms melting at 232°-233°C. This produc... The product is C(C)N1C2=C(C(C(=C1)C(=O)O)=O)C=C(S2)C (7-ethyl-4,7-dihydro-2-methyl-4-oxothieno[2,3-b]pyridine-5-carboxylic acid). Run at temperature 90 celsius.